From a dataset of the Open Reaction Database (ORD), a public repository of structured organic reaction records. describe an organic reaction: reactants, conditions, products, and yield Reactants: COC(=O)C(N)Cc1c[nH]c2ccc(C)cc12, O=Cc1ccc2c(c1)OCO2. The product is COC(=O)C1Cc2c([nH]c3ccc(C)cc23)C(c2ccc3c(c2)OCO3)N1. As a reaction SMILES: [CH3:1][O:2][C:3]([CH:4]([NH2:5])[CH2:6][c:7]1[cH:8][nH:9][c:10]2[cH:11][cH:12][c:13]([CH3:16])[cH:14][c:15]12)=[O:17].[CH:18](=[O:19])[c:20]1[cH:21][cH:22][c:23]2[c:27]([cH:28]1)[O:26][CH2:25][O:24]2>>[CH3:1][O:2][C:3]([CH:4]1[NH:5][CH:18]([c:20]2[cH:21][cH:22][c:23]3[c:27]([cH:28]2)[O:26][CH2:25][O:24]3)[c:8]2[c:7]([c:15]3[c:10]([nH:9]2)[cH:11][cH:12][c:13]([CH3:16])[cH:14]3)[CH2:6]1)=[O:17]. Starting materials: C(C=C)C1(CCCC=2N1C=NC2)C2=CC=C(C=C2C2=CC=CC=C2)C#N (6-(5-allyl-5,6,7,8-tetrahydroimidazo[1,5-a]pyridine-5-yl)biphenyl-3-carbonitrile), NN.C1CCOC1 (H2NNH2 THF). The reagents and catalysts are [O-]S(=O)(=O)[O-].[Cu+2] (CuSO4). Run in CCO (EtOH). Reaction conditions: time 8 hour. The product is C(CC)C1(CCCC=2N1C=NC2)C2=CC=C(C=C2C2=CC=CC=C2)C#N (6-(5-n-Propyl-5,6,7,8-tetrahydro-imidazo[1,5-a]pyridine-5-yl)biphenyl-3-carbonitrile). Reaction SMILES: [CH2:1]([C:4]1([C:13]2[C:18]([C:19]3[CH:24]=[CH:23][CH:22]=[CH:21][CH:20]=3)=[CH:17][C:16]([C:25]#[N:26])=[CH:15][CH:14]=2)[N:9]2[CH:10]=[N:11][CH:12]=[C:8]2[CH2:7][CH2:6][CH2:5]1)[CH:2]=[CH2:3].NN.C1COCC1>CCO.[O-]S([O-])(=O)=O.[Cu+2]>[CH2:1]([C:4]1([C:13]2[C:18]([C:19]3[CH:24]=[CH:23][CH:22]=[CH:21][CH:20]=3)=[CH:17][C:16]([C:25]#[N:26])=[CH:15][CH:14]=2)[N:9]2[CH:10]=[N:11][CH:12]=[C:8]2[CH2:7][CH2:6][CH2:5]1)[CH2:2][CH3:3] |f:1.2,4.5|. Procedure details: To a solution of 6-(5-allyl-5,6,7,8-tetrahydroimidazo[1,5-a]pyridine-5-yl)biphenyl-3-carbonitrile (35′ mg, 0.103 mmol) in EtOH (2 mL) at ambient temperature is added H2NNH2/THF (1.0 M, 15 mL, 15 mmol) and saturated aqueous CuSO4 (0.1 mL). The reaction mixture is stirred at ambient temperature overnight. The mixture is concentrated and dissolved in EtOAc, which is washed with water, dried over anhydrous Na2SO4 and concentrated to give the crude oil, which is subjected to flash chromatography (sil... Starting materials: C(=O)=O (CO2), BrBr (Bromine), COC1=CC=C(C=C1)C1=CC=CC2=C1C=CS2 (4-(4-methoxyphenyl)-1-benzothiophene), C(Cl)Cl (CH2Cl2). Run in CC(=O)C.O (acetone water). Reaction conditions: time 0.5 hour. The product is BrC1=CC=C(C=2C=CSC21)C2=CC=C(C=C2)OC (7-Bromo-4-(4-methoxyphenyl)-1-benzothiophene). Yield: 52.7%. As a reaction SMILES: [CH3:1][O:2][C:3]1[CH:8]=[CH:7][C:6]([C:9]2[C:14]3[CH:15]=[CH:16][S:17][C:13]=3[CH:12]=[CH:11][CH:10]=2)=[CH:5][CH:4]=1.C(Cl)Cl.C(=O)=O.[Br:24]Br>CC(C)=O.O>[Br:24][C:12]1[C:13]2[S:17][CH:16]=[CH:15][C:14]=2[C:9]([C:6]2[CH:7]=[CH:8][C:3]([O:2][CH3:1])=[CH:4][CH:5]=2)=[CH:10][CH:11]=1 |f:4.5|. Procedure details: To a 25 ml round bottom flask was added 4-(4-methoxyphenyl)-1-benzothiophene (500 mg, 2.08 mmol), CH2Cl2 (10 ml), and the solution was cooled to −20° C. (acetone-water, CO2). Bromine (8.33 ml of 0.25 M stock in CH2Cl2, 2.08 mmol) was slowly added dropwise over 0.5 h and the reaction was stirred for a additional 0.5 h. The reaction was then washed with water, dried over anhydrous Na2SO4, passed through a silica plug and concentrated to 460 mg orange oil. Recrystallization from 3:97 EtOAc-hexanes ... The reactants are ClC=1C=C(C=CC1Cl)S(=O)(=O)C1CCN(CC1)C1CCNCC1 (4-(3,4-Dichloro-benzenesulfonyl)-[1,4′]bipiperidinyl), CS(=O)(=O)C1=CC=C(C(=O)O)C=C1 (4-methanesulfonyl-benzoic acid). Yields the product ClC=1C=C(C=CC1Cl)S(=O)(=O)C1CCN(CC1)C1CCN(CC1)C(=O)C1=CC=C(C=C1)S(=O)(=O)C ([4-(3,4-dichloro-benzenesulfonyl)-[1,4′]bipiperidinyl-1′-yl]-(4-methanesulfonyl-phenyl)-methanone). Reaction SMILES: [Cl:1][C:2]1[CH:3]=[C:4]([S:9]([CH:12]2[CH2:17][CH2:16][N:15]([CH:18]3[CH2:23][CH2:22][NH:21][CH2:20][CH2:19]3)[CH2:14][CH2:13]2)(=[O:11])=[O:10])[CH:5]=[CH:6][C:7]=1[Cl:8].[CH3:24][S:25]([C:28]1[CH:36]=[CH:35][C:31]([C:32](O)=[O:33])=[CH:30][CH:29]=1)(=[O:27])=[O:26]>>[Cl:1][C:2]1[CH:3]=[C:4]([S:9]([CH:12]2[CH2:13][CH2:14][N:15]([CH:18]3[CH2:23][CH2:22][N:21]([C:32]([C:31]4[CH:30]=[CH:29][C:28]([S:25]([CH3:24])(=[O:27])=[O:26])=[CH:36][CH:35]=4)=[O:33])[CH2:20][CH2:19]3)[CH2:16][CH2:17]2)(=[O:11])=[O:10])[CH:5]=[CH:6][C:7]=1[Cl:8]. Procedure details: The product of step 5 was coupled to 4-methanesulfonyl-benzoic acid following the procedure of Example 2 step c. Starting materials: CC(C)(C)OC(=O)Nc1ccc(-c2ccccc2F)cc1NC(=O)CC(=O)c1ccnc(-n2ccnc2)c1, ClCCl, O=C(O)C(F)(F)F. The product is O=C1CC(c2ccnc(-n3ccnc3)c2)=Nc2ccc(-c3ccccc3F)cc2N1. RXN SMILES: [C:1]([O:2][C:3](=[O:4])[NH:7][c:8]1[c:9]([NH:21][C:22]([CH2:23][C:24](=[O:5])[c:26]2[cH:27][c:28](-[n:32]3[cH:33][n:34][cH:35][cH:36]3)[n:29][cH:30][cH:31]2)=[O:37])[cH:10][c:11](-[c:14]2[c:15]([F:20])[cH:16][cH:17][cH:18][cH:19]2)[cH:12][cH:13]1)([CH3:6])([CH3:25])[CH3:38].[Cl:46][CH2:47][Cl:48].[F:39][C:40]([F:41])([F:42])[C:43]([OH:44])=[O:45]>>[N:7]1=[C:24]([c:26]2[cH:27][c:28](-[n:32]3[cH:33][n:34][cH:35][cH:36]3)[n:29][cH:30][cH:31]2)[CH2:23][C:22](=[O:37])[NH:21][c:9]2[c:8]1[cH:13][cH:12][c:11](-[c:14]1[c:15]([F:20])[cH:16][cH:17][cH:18][cH:19]1)[cH:10]2. The reactants are O1CCCC2=C1C(=C1C=CC=CN21)C(=O)OCC (ethyl 3,4-dihydro-2H-pyrano[2,3-b]indolizine-10-carboxylate), C(CCC)N1CCC(CC1)CO ((1-butyl-4-piperidinyl)methanol), C[Li] (methyllithium), CCOCC (ether). The solvent is C1CCOC1 (THF), C1CCOC1 (THF). Reaction conditions: time 10 minute. Yields the product O1CCCC2=C1C(=C1C=CC=CN21)C(=O)OCC2CCN(CC2)CCCC ((1-Butyl-4-piperidinyl)methyl 3,4-dihydro-2H-pyrano[2,3-b]indolizine-10-carboxylate). Isolated yield 79.7%. As a reaction SMILES: [CH2:1]([N:5]1[CH2:10][CH2:9][CH:8]([CH2:11][OH:12])[CH2:7][CH2:6]1)[CH2:2][CH2:3][CH3:4].C[Li].CCOCC.[O:20]1[C:25]2[C:26]([C:33](OCC)=[O:34])=[C:27]3[N:32]([C:24]=2[CH2:23][CH2:22][CH2:21]1)[CH:31]=[CH:30][CH:29]=[CH:28]3>C1COCC1>[O:20]1[C:25]2[C:26]([C:33]([O:12][CH2:11][CH:8]3[CH2:9][CH2:10][N:5]([CH2:1][CH2:2][CH2:3][CH3:4])[CH2:6][CH2:7]3)=[O:34])=[C:27]3[N:32]([C:24]=2[CH2:23][CH2:22][CH2:21]1)[CH:31]=[CH:30][CH:29]=[CH:28]3. Reported procedure: A stirred solution of (1-butyl-4-piperidinyl)methanol (125 mg, 0.72 mmole) in dry THF (5 ml) at 5° C. under argon was treated with 1.5M methyllithium in ether (0.35 ml, 0.50 mmole). After 10 minutes, a solution of ethyl 3,4-dihydro-2H-pyrano[2,3-b]indolizine-10-carboxylate (55 mg, 0.22 mmole) in dry THF (5 ml) was added and the mixture heated under reflux for 3 h. The mixture was then allowed to cool and concentrated in vacuo. The residue was treated with 10% Na2CO3 solution (10 ml) and extracte... The product is C(CC(O)(C(=O)O)CC(=O)O)(=O)O.CN(C1(CCC(CC1)NC(=S)NCCCC1=CC=CC=C1)C1=CC=CC=C1)C (1-(4-dimethylamino-4-phenyl-cyclohexyl)-3-(3-phenyl-propyl)-thiourea citrate). Procedure details: In order to produce the citrate, the more nonpolar diastereoisomer of 1-(4-dimethylamino-4-phenyl-cyclohexyl)-3-(3-phenyl-propyl)-thiourea (410 mg, 1 mmole) was dissolved in hot ethanol (15 ml) and combined with a likewise hot solution of citric acid (422 mg, 2.2 mmole) in ethanol (2 ml). After cooling to approx. 5° C., the batch was left to stand for 4 h. The resultant solid was filtered out. The more nonpolar diastereoisomer of 1-(4-dimethylamino-4-phenyl-cyclohexyl)-3-(3-phenyl-propyl)-thiour... Reactants: C(CC(O)(C(=O)[O-])CC(=O)[O-])(=O)[O-] (citrate), CN(C1(CCC(CC1)NC(=S)NCCCC1=CC=CC=C1)C1=CC=CC=C1)C (1-(4-dimethylamino-4-phenyl-cyclohexyl)-3-(3-phenyl-propyl)-thiourea), C(CC(O)(C(=O)O)CC(=O)O)(=O)O (citric acid). Conditions: temperature 5 celsius, time 4 hour. Run in C(C)O (ethanol), C(C)O (ethanol). Reaction SMILES: [C:1]([O-:13])(=[O:12])[CH2:2][C:3]([CH2:8][C:9]([O-:11])=[O:10])([C:5]([O-:7])=[O:6])[OH:4].[CH3:14][N:15]([CH3:41])[C:16]1([C:35]2[CH:40]=[CH:39][CH:38]=[CH:37][CH:36]=2)[CH2:21][CH2:20][CH:19]([NH:22][C:23]([NH:25][CH2:26][CH2:27][CH2:28][C:29]2[CH:34]=[CH:33][CH:32]=[CH:31][CH:30]=2)=[S:24])[CH2:18][CH2:17]1.C(O)(=O)CC(CC(O)=O)(C(O)=O)O>C(O)C>[C:1]([OH:13])(=[O:12])[CH2:2][C:3]([CH2:8][C:9]([OH:11])=[O:10])([C:5]([OH:7])=[O:6])[OH:4].[CH3:41][N:15]([CH3:14])[C:16]1([C:35]2[CH:40]=[CH:39][CH:38]=[CH:37][CH:36]=2)[CH2:21][CH2:20][CH:19]([NH:22][C:23]([NH:25][CH2:26][CH2:27][CH2:28][C:29]2[CH:34]=[CH:33][CH:32]=[CH:31][CH:30]=2)=[S:24])[CH2:18][CH2:17]1 |f:4.5|. Starting materials: C1(C=CCCC=C1)=O (cyclohepta-2,6-dienone), C(C)(C)N(C(C)C)CC (N,N-diisopropylethylamine), C(C)(C)N(C(C)C)CC (N,N-Diisopropylethylamine), Cl.CON (O-methylhydroxylamine hydrochloride). Run in C(C)(C)O (isopropyl alcohol), C(C)(C)O (isopropyl alcohol). Reaction conditions: time 6 hour. Yields the product CON1C2CC(CC1CC2)=O (8-methoxy-8-azabicyclo[3.2.1]octan-3-one). Yield: 20.0%. As a reaction SMILES: C(N(CC)C(C)C)(C)C.Cl.[CH3:11][O:12][NH2:13].[C:14]1(=[O:21])[CH:20]=[CH:19][CH2:18][CH2:17][CH:16]=[CH:15]1>C(O)(C)C>[CH3:11][O:12][N:13]1[CH:19]2[CH2:18][CH2:17][CH:16]1[CH2:15][C:14](=[O:21])[CH2:20]2 |f:1.2|. Procedure details: N,N-Diisopropylethylamine (14.5 ml) was added dropwise to a stirred suspension of O-methylhydroxylamine hydrochloride (2.32 g) in isopropyl alcohol (25 ml). After 30 minutes cyclohepta-2,6-dienone (3.0 g) in isopropyl alcohol (5 ml) was added dropwise. After 24 hours N,N-diisopropylethylamine (4.9 ml) was added. After 6 hours the mixture was allowed to stand at room temperature overnight. The mixture was evaporated under reduced pressure, diethyl ether added and the resulting mixture extracted w... Reactants: C(CC)(=O)NN (2-propionylhydrazine), C(C)OC(=N)C=1N(C(=CN1)[N+](=O)[O-])C (ethyl-1-methyl-5-nitro-2-imidazolecarboximidate). Yields the product CN1C(=NC=C1[N+](=O)[O-])C(=N)NNC(CC)=O (2-(1-methyl-5-nitro-2-imidazolecarboximidoyl)-1-propionylhydrazine). Reaction SMILES: [C:1]([NH:5][NH2:6])(=[O:4])[CH2:2][CH3:3].C(O[C:10]([C:12]1[N:13]([CH3:20])[C:14]([N+:17]([O-:19])=[O:18])=[CH:15][N:16]=1)=[NH:11])C>>[CH3:20][N:13]1[C:14]([N+:17]([O-:19])=[O:18])=[CH:15][N:16]=[C:12]1[C:10]([NH:6][NH:5][C:1](=[O:4])[CH2:2][CH3:3])=[NH:11]. Procedure: Similarly, 2-propionylhydrazine is reacted with ethyl-1-methyl-5-nitro-2-imidazolecarboximidate to afford 2-(1-methyl-5-nitro-2-imidazolecarboximidoyl)-1-propionylhydrazine (IIIO).